This data is from the Open Reaction Database (ORD), a public repository of structured organic reaction records. The task is: describe an organic reaction: reactants, conditions, products, and yield Starting materials: C(C1=CC=CC=C1)[Mg]Cl (benzylmagnesium chloride), CN(C1(CCC2(OCCO2)CC1)C#N)C (8-dimethylamino-1,4-dioxa-spiro[4.5]decane-8-carbonitrile), Cl[Si](C)(C)C (ClSiMe3), [Cl-].[NH4+] (ammonium chloride). The solvent is C1CCOC1 (THF), C1CCOC1 (THF), O (water). Conditions: time 16 hour. Yields the product Cl.CN(C1(CCC2(OCCO2)CC1)CC1=CC=CC=C1)C (dimethyl-(8-benzyl-1,4-dioxa-spiro[4.5]dec-8-yl)amine hydrochloride). Yield: 52.0%. Reaction SMILES: C([Mg][Cl:9])[C:2]1[CH:7]=[CH:6][CH:5]=[CH:4][CH:3]=1.[CH3:10][N:11]([CH3:24])[C:12]1([C:22]#N)[CH2:21][CH2:20][C:15]2([O:19][CH2:18][CH2:17][O:16]2)[CH2:14][CH2:13]1.[Cl-].[NH4+].Cl[Si](C)(C)C>C1COCC1.O>[ClH:9].[CH3:10][N:11]([CH3:24])[C:12]1([CH2:22][C:2]2[CH:7]=[CH:6][CH:5]=[CH:4][CH:3]=2)[CH2:21][CH2:20][C:15]2([O:19][CH2:18][CH2:17][O:16]2)[CH2:14][CH2:13]1 |f:2.3,7.8|. Procedure: 2 M benzylmagnesium chloride solution in THF (3, 285 ml, 570 mmol) was added to a solution of 8-dimethylamino-1,4-dioxa-spiro[4.5]decane-8-carbonitrile (39.8 g, 190 mmol) in THF (300 ml) in the course of 15 min, under argon and while cooling with ice. The mixture was then stirred at RT for 16 h. For working up of the reaction mixture, saturated ammonium chloride solution (200 ml) and water (100 ml) was added, while cooling with ice, and the mixture was extracted with diethyl ether (3×100 ml). Th...